Dataset: the Open Reaction Database (ORD), a public repository of structured organic reaction records. Task: describe an organic reaction: reactants, conditions, products, and yield Reactants: CC(C)(C)OC(=O)N1CCNCC1, CC(=O)O[BH-](OC(C)=O)OC(C)=O, CC(C)[O-], CC(C)[O-], CC(C)[O-], CC(C)[O-], Cc1c(F)cc(C(=O)NC2CC2)cc1-c1ccc2c(=O)n(CC(C)(C)CO)cc(C=O)c2c1, O=C(O)C(F)(F)F, [Na+], [Ti+4]. Product: Cc1c(F)cc(C(=O)NC2CC2)cc1-c1ccc2c(=O)n(CC(C)(C)CO)cc(CN3CCNCC3)c2c1. RXN SMILES: [C:34]([O:35][C:36]([CH3:37])([CH3:38])[CH3:39])(=[O:40])[N:41]1[CH2:42][CH2:43][NH:44][CH2:45][CH2:46]1.[C:47]([O:48][BH-:49]([O:50][C:51](=[O:52])[CH3:53])[O:54][C:55](=[O:56])[CH3:57])(=[O:58])[CH3:59].[CH3:68][CH:69]([CH3:70])[O-:71].[CH3:73][CH:74]([CH3:75])[O-:76].[CH3:77][CH:78]([CH3:79])[O-:80].[CH3:81][CH:82]([CH3:83])[O-:84].[CH:1]1([NH:4][C:5]([c:6]2[cH:7][c:8]([F:32])[c:9]([CH3:31])[c:10](-[c:12]3[cH:13][c:14]4[c:15]([CH:29]=[O:30])[cH:16][n:17]([CH2:23][C:24]([CH2:25][OH:26])([CH3:27])[CH3:28])[c:18](=[O:22])[c:19]4[cH:20][cH:21]3)[cH:11]2)=[O:33])[CH2:2][CH2:3]1.[F:61][C:62]([F:63])([F:64])[C:65]([OH:66])=[O:67].[Na+:60].[Ti+4:72]>>[CH:1]1([NH:4][C:5]([c:6]2[cH:7][c:8]([F:32])[c:9]([CH3:31])[c:10](-[c:12]3[cH:13][c:14]4[c:15]([CH2:29][N:41]5[CH2:42][CH2:43][NH:44][CH2:45][CH2:46]5)[cH:16][n:17]([CH2:23][C:24]([CH2:25][OH:26])([CH3:27])[CH3:28])[c:18](=[O:22])[c:19]4[cH:20][cH:21]3)[cH:11]2)=[O:33])[CH2:2][CH2:3]1. Reaction SMILES: [CH2:1]([N:3]1[C:7]2=[N:8][CH:9]=[C:10]([C:12](OCC)=[O:13])[CH:11]=[C:6]2[C:5]([CH3:17])=[N:4]1)[CH3:2].O1CCCC1.[H-].[Al+3].[Li+].[H-].[H-].[H-].[ClH:29]>O>[ClH:29].[CH2:1]([N:3]1[C:7]2=[N:8][CH:9]=[C:10]([CH2:12][OH:13])[CH:11]=[C:6]2[C:5]([CH3:17])=[N:4]1)[CH3:2] |f:2.3.4.5.6.7,10.11|. Reaction conditions: time 3 hour. Reactants: C(C)N1N=C(C=2C1=NC=C(C2)C(=O)OCC)C (1-Ethyl-3-methyl-1H-pyrazolo[3,4-b]-pyridine-5-carboxylic acid, ethyl ester), Cl (hydrochloric acid), ice water, O1CCCC1 (tetrahydrofuran), [H-].[Al+3].[Li+].[H-].[H-].[H-] (lithium aluminum hydride). Run in O (water). Yields the product Cl.C(C)N1N=C(C=2C1=NC=C(C2)CO)C (1-Ethyl-3-methyl-1H-pyrazolo[3,4-b]pyridine-5-methanol, hydrochloride). Procedure details: 49 g. of 1-Ethyl-3-methyl-1H-pyrazolo[3,4-b]-pyridine-5-carboxylic acid, ethyl ester (0.21 mol.) are dissolved in 250 ml. of anhydrous tetrahydrofuran. Nitrogen is passed through the flask and, while stirring and cooling with tap water, 6 g. of lithium aluminum hydride (0.16 mol.) are added in small portions keeping the reaction temperature at 20°. Stirring is continued for an additional three hours at room temperature. Then 3 N-hydrochloric acid (380 ml.) is added, while cooling the flask with ... Reactants: N(=NC(=O)OCC)C(=O)OCC (diethyl azodicarboxylate), N1=CC=C(C=C1)CO (4-pyridylmethanol), C1(=CC=CC=C1)P(C1=CC=CC=C1)C1=CC=CC=C1 (triphenyl-phosphine), N1C(=CC=2C1=NC=CC2)C(=O)OCC (ethyl 1H-pyrrolo[2,3-b]pyridine-2-carboxylate). The solvent is O1CCCC1 (tetrahydrofuran). Reaction conditions: time 24 hour. The product is N1=CC=C(C=C1)CN1C(=CC=2C1=NC=CC2)C(=O)OCC (ethyl 1-[(4-pyridyl)methyl]-1H-pyrrolo[2,3-b]pyridine-2-carboxylate). The yield is 74.5%. As a reaction SMILES: [N:1]1[CH:6]=[CH:5][C:4]([CH2:7]O)=[CH:3][CH:2]=1.C1(P(C2C=CC=CC=2)C2C=CC=CC=2)C=CC=CC=1.[NH:28]1[C:32]2=[N:33][CH:34]=[CH:35][CH:36]=[C:31]2[CH:30]=[C:29]1[C:37]([O:39][CH2:40][CH3:41])=[O:38].N(C(OCC)=O)=NC(OCC)=O>O1CCCC1>[N:1]1[CH:2]=[CH:3][C:4]([CH2:7][N:28]2[C:32]3=[N:33][CH:34]=[CH:35][CH:36]=[C:31]3[CH:30]=[C:29]2[C:37]([O:39][CH2:40][CH3:41])=[O:38])=[CH:5][CH:6]=1. Procedure details: 0.51 g (4.73 mmol) of 4-pyridylmethanol and then 1.24 g (4.73 mmol) of triphenyl-phosphine are successively added with stirring to a solution of 0.6 g (3.15 mmol) of ethyl 1H-pyrrolo[2,3-b]pyridine-2-carboxylate, obtained according to the protocol described in step 3.2, in 40 mL of dry tetrahydrofuran, maintained under an inert atmosphere. 0.82 g (4.73 mmol) of diethyl azodicarboxylate is then added dropwise at 0° C. The reaction mixture is stirred for 24 hours at room temperature and then conce... Reactants: ClC1=CC=C(OC(C(=O)OCC)(C(F)(F)F)C(F)(F)F)C=C1 (ethyl 2-(4-chlorophenoxy)-3,3,3-trifluoro-2-trifluoromethylpropionate), O(C1=CC=CC=C1)C(C(=O)OCC)(C(F)(F)F)C(F)(F)F (ethyl 2-phenoxy-3,3,3-trifluoro-2-trifluoromethylpropionate). Yields the product O(C1=CC=CC=C1)C(C(=O)O)(C(F)(F)F)C(F)(F)F (2-phenoxy-3,3,3-trifluoro-2-trifluoromethylpropionic acid). As a reaction SMILES: Cl[C:2]1[CH:22]=[CH:21][C:5]([O:6][C:7]([C:17]([F:20])([F:19])[F:18])([C:13]([F:16])([F:15])[F:14])[C:8]([O:10]CC)=[O:9])=[CH:4][CH:3]=1.O(C(C(F)(F)F)(C(F)(F)F)C(OCC)=O)C1C=CC=CC=1>>[O:6]([C:7]([C:13]([F:14])([F:15])[F:16])([C:17]([F:18])([F:19])[F:20])[C:8]([OH:10])=[O:9])[C:5]1[CH:4]=[CH:3][CH:2]=[CH:22][CH:21]=1. Procedure: The above process is repeated except that the ethyl 2-(4-chlorophenoxy)-3,3,3-trifluoro-2-trifluoromethylpropionate is replaced by ethyl 2-phenoxy-3,3,3-trifluoro-2-trifluoromethylpropionate (13 g.) and the residue obtained by evaporation of the ethereal extract is purified by distillation at 10-3 mm. pressure, crystallisation from petrol (b.p. 30°-40° C.) at -65° C. and redistillation to give 2-phenoxy-3,3,3-trifluoro-2-trifluoromethylpropionic acid, b.p. 68°-70° C, at 10-3 mm., m.p. 6°-8° c. (... Starting materials: [Li].FC(OC=1C=C(C=C(C1)F)C(=CC(C(=O)OCC)=O)[O-])F (Lithium 1-(3-difluoromethoxy-5-fluorophenyl)-4-ethoxy-3,4-dioxobut-1-en-1-olate), ClC=1C=C(C=C(C1)F)C1=CC(=NN1C1=NC=CC=C1)C(=O)O (5-(3-Chloro-5-fluorophenyl)-1-(pyridin-2-yl)-1H-pyrazole-3-carboxylic acid), Cl.N1=CC(=CC=C1)NN (3-pyridylhydrazine hydrochloride). Product: FC=1C=C(C=C(C1)OC(F)F)C1=CC(=NN1C=1C=NC=CC1)C(=O)O (5-(3-Fluoro-5-difluoromethoxyphenyl)-1-(pyridin-3-yl)-1H-pyrazole-3-carboxylic acid). Reaction SMILES: [Li].[F:2][CH:3]([F:22])[O:4][C:5]1[CH:6]=[C:7]([C:12]([O-])=[CH:13][C:14](=O)[C:15]([O:17]CC)=[O:16])[CH:8]=[C:9]([F:11])[CH:10]=1.ClC1C=C(C2N(C3C=CC=CN=3)N=C(C(O)=O)C=2)C=C(F)C=1.Cl.[N:46]1[CH:51]=[CH:50][CH:49]=[C:48]([NH:52][NH2:53])[CH:47]=1>>[F:11][C:9]1[CH:8]=[C:7]([C:12]2[N:52]([C:48]3[CH:47]=[N:46][CH:51]=[CH:50][CH:49]=3)[N:53]=[C:14]([C:15]([OH:17])=[O:16])[CH:13]=2)[CH:6]=[C:5]([O:4][CH:3]([F:2])[F:22])[CH:10]=1 |f:0.1,3.4,^1:0|. Procedure: 590 mg (1.01 mmol) of the compound of Example 7A is reacted analogously to the synthesis of the compound of Example 20A with 161 mg (1.11 mmol) of 3-pyridylhydrazine hydrochloride. After hydrolysis, 150 mg (43% of theory) of the title compound is obtained. Reactants: ClC1=NC=C(C=N1)C(=O)O (2-chloro-5-pyrimidinecarboxylic acid), C(C)OC=1C=C(C=CC1)B(O)O ([3-(ethyloxy)phenyl]boronic acid), C([O-])([O-])=O.[Na+].[Na+] (sodium carbonate). Reagents/catalysts: C1=CC=C(C=C1)P(C2=CC=CC=C2)C3=CC=CC=C3.C1=CC=C(C=C1)P(C2=CC=CC=C2)C3=CC=CC=C3.Cl[Pd]Cl (bis(triphenylphosphine)palladium(II)chloride). The solvent is COCCOC (1,2-dimethoxyethane), O (water). Conditions: temperature 140 celsius. Product: C(C)OC=1C=C(C=CC1)C1=NC=C(C=N1)C(=O)O (2-[3-(Ethyloxy)phenyl]-5-pyrimidinecarboxylic acid). Isolated yield 6.5%. As a reaction SMILES: Cl[C:2]1[N:7]=[CH:6][C:5]([C:8]([OH:10])=[O:9])=[CH:4][N:3]=1.[CH2:11]([O:13][C:14]1[CH:15]=[C:16](B(O)O)[CH:17]=[CH:18][CH:19]=1)[CH3:12].C(=O)([O-])[O-].[Na+].[Na+]>COCCOC.O.C1C=CC(P(C2C=CC=CC=2)C2C=CC=CC=2)=CC=1.C1C=CC(P(C2C=CC=CC=2)C2C=CC=CC=2)=CC=1.Cl[Pd]Cl>[CH2:11]([O:13][C:14]1[CH:19]=[C:18]([C:2]2[N:7]=[CH:6][C:5]([C:8]([OH:10])=[O:9])=[CH:4][N:3]=2)[CH:17]=[CH:16][CH:15]=1)[CH3:12] |f:2.3.4,7.8.9|. Reported procedure: To a solution of 2-chloro-5-pyrimidinecarboxylic acid (Anichem LLC; 100 mg, 0.631 mmol) in 1,2-dimethoxyethane (9 ml) was added [3-(ethyloxy)phenyl]boronic acid (Sigma-Aldrich; 314 mg, 1.892 mmol), sodium carbonate (401 mg, 3.78 mmol) pre-dissolved in water (1 ml) and bis(triphenylphosphine)palladium(II)chloride (66.4 mg, 0.095 mmol). The mixture was heated at 140° C. for 30 minutes in a microwave reactor (high absorbance). The catalyst was filtered and the mother liquor evaporated to dryness. P... Starting materials: COS(=O)(=O)OC, CN(C)C=O, [H-], O=[N+]([O-])c1ccncc1[NH+]([O-])n1cccc1, [Na+], O. Yields the product C[N+]([O-])(c1cnccc1[N+](=O)[O-])n1cccc1. Reaction SMILES: [CH3:19][O:20][S:21]([O:22][CH3:23])(=[O:24])=[O:25].[CH3:27][N:28]([CH3:29])[CH:30]=[O:31].[H-:17].[N+:1](=[O:2])([O-:3])[c:4]1[c:5]([NH+:10]([n:11]2[cH:12][cH:13][cH:14][cH:15]2)[O-:16])[cH:6][n:7][cH:8][cH:9]1.[Na+:18].[OH2:26]>>[N+:1](=[O:2])([O-:3])[c:4]1[c:5]([N+:10]([n:11]2[cH:12][cH:13][cH:14][cH:15]2)([O-:16])[CH3:19])[cH:6][n:7][cH:8][cH:9]1.